From a dataset of the Open Reaction Database (ORD), a public repository of structured organic reaction records. describe an organic reaction: reactants, conditions, products, and yield The reactants are O=C1OCCC1Br, Cl, Cl, [H-], O=C(NN1CCNCC1)c1cnc(-c2ccccc2)nc1, [Na+], CN(C)C=O. Yields the product O=C(NN1CCN(C2CCOC2=O)CC1)c1cnc(-c2ccccc2)nc1. As a reaction SMILES: [Br:24][CH:25]1[C:26](=[O:30])[O:27][CH2:28][CH2:29]1.[ClH:1].[ClH:2].[H-:32].[N:3]1([NH:9][C:10](=[O:11])[c:12]2[cH:13][n:14][c:15](-[c:18]3[cH:19][cH:20][cH:21][cH:22][cH:23]3)[n:16][cH:17]2)[CH2:4][CH2:5][NH:6][CH2:7][CH2:8]1.[Na+:31].[O:33]=[CH:34][N:35]([CH3:36])[CH3:37]>>[N:3]1([NH:9][C:10](=[O:11])[c:12]2[cH:13][n:14][c:15](-[c:18]3[cH:19][cH:20][cH:21][cH:22][cH:23]3)[n:16][cH:17]2)[CH2:4][CH2:5][N:6]([CH:25]2[C:26](=[O:30])[O:27][CH2:28][CH2:29]2)[CH2:7][CH2:8]1. Reactants: O1CCNCCOCCOCCNCCOCC1 (1,7,10,16-tetraoxa-4,13-diazacyclooctadecane), C(C(C)(C)C)(=O)Cl (pivalyl chloride). The product is C(C)(C)(C)C(=O)N1CCOCCOCCN(CCOCCOCC1)C(=O)C(C)(C)C (4, 13-Bis(tert.-butylcarbonyl)-1,7,10,16-tetraoxa-4,13-diazacyclooctadecane). RXN SMILES: [O:1]1[CH2:18][CH2:17][O:16][CH2:15][CH2:14][NH:13][CH2:12][CH2:11][O:10][CH2:9][CH2:8][O:7][CH2:6][CH2:5][NH:4][CH2:3][CH2:2]1.[C:19](Cl)(=[O:24])[C:20]([CH3:23])([CH3:22])[CH3:21]>>[C:20]([C:19]([N:4]1[CH2:5][CH2:6][O:7][CH2:8][CH2:9][O:10][CH2:11][CH2:12][N:13]([C:19]([C:20]([CH3:23])([CH3:22])[CH3:21])=[O:24])[CH2:14][CH2:15][O:16][CH2:17][CH2:18][O:1][CH2:2][CH2:3]1)=[O:24])([CH3:23])([CH3:22])[CH3:21]. Procedure details: Analogously to Example 2 from 1,7,10,16-tetraoxa-4,13-diazacyclooctadecane and pivalyl chloride.